Task: describe an organic reaction: reactants, conditions, products, and yield. Dataset: the Open Reaction Database (ORD), a public repository of structured organic reaction records Starting materials: N(C(=N)N)C=1SC(=C(N1)C)C(=O)NC=1C=C(OCC(=O)OC(C)(C)C)C=CC1 (tert-butyl {3-[(2-guanidino-4-methyl-thiazole-5-carbonyl)-amino]-phenoxy}-acetate), FC(C(=O)O)(F)F (trifluoroacetic acid). Run in C(Cl)Cl (methylene chloride). The product is N(C(=N)N)C=1SC(=C(N1)C)C(=O)NC=1C=C(OCC(=O)O)C=CC1 ([3-[(2-guanidino-4-methyl-thiazole-5-carbonyl)-amino]-phenoxy]-acetic acid). Yield: 82.5%. RXN SMILES: [NH:1]([C:5]1[S:6][C:7]([C:11]([NH:13][C:14]2[CH:15]=[C:16]([CH:26]=[CH:27][CH:28]=2)[O:17][CH2:18][C:19]([O:21]C(C)(C)C)=[O:20])=[O:12])=[C:8]([CH3:10])[N:9]=1)[C:2]([NH2:4])=[NH:3].FC(F)(F)C(O)=O>C(Cl)Cl>[NH:1]([C:5]1[S:6][C:7]([C:11]([NH:13][C:14]2[CH:15]=[C:16]([CH:26]=[CH:27][CH:28]=2)[O:17][CH2:18][C:19]([OH:21])=[O:20])=[O:12])=[C:8]([CH3:10])[N:9]=1)[C:2]([NH2:4])=[NH:3]. Procedure: 142 mg of tert-butyl {3-[(2-guanidino-4-methyl-thiazole-5-carbonyl)-amino]-phenoxy}-acetate is stirred in 1.1 ml of methylene chloride and 1.1 ml of trifluoroacetic acid (TFA) for 2 hrs. at RT. The reaction mixture is evaporated in a vacuum, the residue is taken up in water and the solution is evaporated to dryness. The solid is suspended in water, adjusted to pH 8 with 1N ammonia while stirring, filtered off under suction, washed with water and dried. There are obtained 101 mg of [3-[(2-guanidi...